This data is from the Open Reaction Database (ORD), a public repository of structured organic reaction records. The task is: describe an organic reaction: reactants, conditions, products, and yield The reactants are N#Cc1cnc2cc(O)ccc2c1, O=C([O-])[O-], COc1cc2c(Cl)ncnc2cc1OCC1CCN(C)CC1, ClCCl, [K+], [K+], CN(C)C=O. Yields the product COc1cc2c(Oc3ccc4cc(C#N)cnc4c3)ncnc2cc1OCC1CCN(C)CC1. As a reaction SMILES: [C:23](#[N:24])[c:25]1[cH:26][n:27][c:28]2[cH:29][c:30]([OH:35])[cH:31][cH:32][c:33]2[cH:34]1.[C:36](=[O:37])([O-:38])[O-:39].[Cl:1][c:2]1[n:3][cH:4][n:5][c:6]2[cH:7][c:8]([O:14][CH2:15][CH:16]3[CH2:17][CH2:18][N:19]([CH3:22])[CH2:20][CH2:21]3)[c:9]([O:12][CH3:13])[cH:10][c:11]12.[Cl:47][CH2:48][Cl:49].[K+:40].[K+:41].[O:42]=[CH:43][N:44]([CH3:45])[CH3:46]>>[c:2]1([O:35][c:30]2[cH:29][c:28]3[n:27][cH:26][c:25]([C:23]#[N:24])[cH:34][c:33]3[cH:32][cH:31]2)[n:3][cH:4][n:5][c:6]2[cH:7][c:8]([O:14][CH2:15][CH:16]3[CH2:17][CH2:18][N:19]([CH3:22])[CH2:20][CH2:21]3)[c:9]([O:12][CH3:13])[cH:10][c:11]12. The reactants are CC(=O)Oc1ccccc1C(=O)Cl, CN(C)c1ccccc1, Cl. The product is CN(C)c1ccccc1, Cl. Reaction SMILES: [C:1]([O:2][c:3]1[c:4]([C:10]([Cl:9])=[O:11])[cH:5][cH:6][cH:7][cH:8]1)(=[O:12])[CH3:13].[CH3:14][N:15]([c:16]1[cH:17][cH:18][cH:19][cH:20][cH:21]1)[CH3:22].[ClH:23]>>[CH3:14][N:15]([c:16]1[cH:17][cH:18][cH:19][cH:20][cH:21]1)[CH3:22].[ClH:9]. Product: FC1=CC=C(C=C1)C(C1CCN(CC1)C(=O)OCC)(C1=CC=C(C=C1)OC)O (ethyl 4-[(4-fluorophenyl)hydroxy(4-methoxyphenyl)-methyl]-1-piperidinecarboxylate), intermediate 10. Procedure: To a stirred and refluxing Grignard complex previously prepared starting from 112.2 parts of 1-bromo-4-methoxybenzene, 15 parts of magnesium and 540 parts of tetrahydrofuran was added dropwise a solution of 84 parts of ethyl 4-(4-fluorobenzoyl)-1-piperidinecarboxylate in 360 parts of tetrahydrofuran. Upon completion, stirring was continued for 2 hours at reflux. After cooling to 10° C., the reaction mixture was poured onto a mixture of 300 parts of crushed ice and 40 parts of acetic acid. The wh... Conditions: temperature 10 celsius, time 2 hour. The reactants are 84, FC1=CC=C(C(=O)C2CCN(CC2)C(=O)OCC)C=C1 (ethyl 4-(4-fluorobenzoyl)-1-piperidinecarboxylate), O1CCCC1 (tetrahydrofuran), O1CCCC1 (tetrahydrofuran), 300, BrC1=CC=C(C=C1)OC (1-bromo-4-methoxybenzene), [Mg] (magnesium). Run in C(C)(=O)O (acetic acid), CC1=CC=CC=C1 (methylbenzene). As a reaction SMILES: Br[C:2]1[CH:7]=[CH:6][C:5]([O:8][CH3:9])=[CH:4][CH:3]=1.[Mg].O1CCCC1.[F:16][C:17]1[CH:35]=[CH:34][C:20]([C:21]([CH:23]2[CH2:28][CH2:27][N:26]([C:29]([O:31][CH2:32][CH3:33])=[O:30])[CH2:25][CH2:24]2)=[O:22])=[CH:19][CH:18]=1>CC1C=CC=CC=1.C(O)(=O)C>[F:16][C:17]1[CH:18]=[CH:19][C:20]([C:21]([OH:22])([C:2]2[CH:7]=[CH:6][C:5]([O:8][CH3:9])=[CH:4][CH:3]=2)[CH:23]2[CH2:24][CH2:25][N:26]([C:29]([O:31][CH2:32][CH3:33])=[O:30])[CH2:27][CH2:28]2)=[CH:34][CH:35]=1. The reactants are C=CC(=O)OC, C[Si](C)(C)CCN1C(=O)CN(c2ccc(I)cc2OCc2ccccc2)S1(=O)=O. Product: COC(=O)C=Cc1ccc(N2CC(=O)N(CC[Si](C)(C)C)S2(=O)=O)c(OCc2ccccc2)c1. As a reaction SMILES: [C:30]([CH:31]=[CH2:32])(=[O:33])[O:34][CH3:35].[CH2:1]([c:2]1[cH:3][cH:4][cH:5][cH:6][cH:7]1)[O:8][c:9]1[c:10]([N:16]2[CH2:17][C:18](=[O:29])[N:19]([CH2:23][CH2:24][Si:25]([CH3:26])([CH3:27])[CH3:28])[S:20]2(=[O:21])=[O:22])[cH:11][cH:12][c:13]([I:15])[cH:14]1>>[CH2:1]([c:2]1[cH:3][cH:4][cH:5][cH:6][cH:7]1)[O:8][c:9]1[c:10]([N:16]2[CH2:17][C:18](=[O:29])[N:19]([CH2:23][CH2:24][Si:25]([CH3:26])([CH3:27])[CH3:28])[S:20]2(=[O:21])=[O:22])[cH:11][cH:12][c:13]([CH:32]=[CH:31][C:30](=[O:33])[O:34][CH3:35])[cH:14]1. Reactants: [OH-].[Na+] (NaOH), OO (hydrogen peroxide), solution, solution, C1(=CCCCC1)C=1C2=C(NC1)C=C(S2)C(=O)OC (methyl 6-cyclohex-1-en-1-yl-4H-thieno[3,2-b]pyrrole-2-carboxylate), C(=O)(O)[O-].[Na+] (NaHCO3). Solvent: C1CCOC1 (THF), C1CCOC1 (THF). Reaction conditions: time 7 hour. Product: OC1C(CCCC1)C=1C2=C(NC1)C=C(S2)C(=O)OC (methyl 6-(2-hydroxycyclohexyl)-4H-thieno[3,2-b]pyrrole-2-carboxylate). The yield is 56.0%. As a reaction SMILES: [C:1]1([C:7]2[C:8]3[S:14][C:13]([C:15]([O:17][CH3:18])=[O:16])=[CH:12][C:9]=3[NH:10][CH:11]=2)[CH2:6][CH2:5][CH2:4][CH2:3][CH:2]=1.[OH-].[Na+].OO.C([O-])(O)=[O:24].[Na+]>C1COCC1>[OH:24][CH:2]1[CH2:3][CH2:4][CH2:5][CH2:6][CH:1]1[C:7]1[C:8]2[S:14][C:13]([C:15]([O:17][CH3:18])=[O:16])=[CH:12][C:9]=2[NH:10][CH:11]=1 |f:1.2,4.5|. Procedure: A 2M solution in THF of borane dimethylsulfide complex (1.5 eq.) was added at 0° C. to a 0.1M solution of methyl 6-cyclohex-1-en-1-yl-4H-thieno[3,2-b]pyrrole-2-carboxylate in dry THF, and the mixture was stirred at RT for 7 h. After cooling to 0° C., the mixture was treated with 3M aq. NaOH (3 eq.) and 35% hydrogen peroxide (4 eq.). The mixture was allowed to warm to RT overnight. Aq. NaHCO3-solution was added and the mixture was extracted with EtOAc; the organic layer was washed with water and ...